Dataset: the Open Reaction Database (ORD), a public repository of structured organic reaction records. Task: describe an organic reaction: reactants, conditions, products, and yield Reactants: CC(C)c1onc(-c2c(Cl)cccc2Cl)c1CO, ClCCl, Nc1ccc(O)cc1Cl, c1ccc(P(c2ccccc2)c2ccccc2)cc1. Yields the product CC(C)c1onc(-c2c(Cl)cccc2Cl)c1COc1ccc(N)c(Cl)c1. RXN SMILES: [Cl:29][c:30]1[c:31](-[c:37]2[n:38][o:39][c:40]([CH:44]([CH3:45])[CH3:46])[c:41]2[CH2:42][OH:43])[c:32]([Cl:36])[cH:33][cH:34][cH:35]1.[Cl:47][CH2:48][Cl:49].[NH2:1][c:2]1[c:3]([Cl:9])[cH:4][c:5]([OH:8])[cH:6][cH:7]1.[c:10]1([P:11]([c:12]2[cH:13][cH:14][cH:15][cH:16][cH:17]2)[c:18]2[cH:19][cH:20][cH:21][cH:22][cH:23]2)[cH:24][cH:25][cH:26][cH:27][cH:28]1>>[NH2:1][c:2]1[c:3]([Cl:9])[cH:4][c:5]([O:8][CH2:42][c:41]2[c:37](-[c:31]3[c:30]([Cl:29])[cH:35][cH:34][cH:33][c:32]3[Cl:36])[n:38][o:39][c:40]2[CH:44]([CH3:45])[CH3:46])[cH:6][cH:7]1. Reactants: Cc1ccccc1, COC(=O)CCc1oc(-n2ccnc2C)nc1-c1ccc(Cl)c(Cl)c1. The product is Cc1nccn1-c1nc(-c2ccc(Cl)c(Cl)c2)c(CCCO)o1. Reaction SMILES: [CH3:26][c:27]1[cH:28][cH:29][cH:30][cH:31][cH:32]1.[Cl:1][c:2]1[cH:3][c:4](-[c:9]2[n:10][c:11](-[n:20]3[c:21]([CH3:25])[n:22][cH:23][cH:24]3)[o:12][c:13]2[CH2:14][CH2:15][C:16](=[O:17])[O:18][CH3:19])[cH:5][cH:6][c:7]1[Cl:8]>>[Cl:1][c:2]1[cH:3][c:4](-[c:9]2[n:10][c:11](-[n:20]3[c:21]([CH3:25])[n:22][cH:23][cH:24]3)[o:12][c:13]2[CH2:14][CH2:15][CH2:16][OH:17])[cH:5][cH:6][c:7]1[Cl:8].